Dataset: the Open Reaction Database (ORD), a public repository of structured organic reaction records. Task: describe an organic reaction: reactants, conditions, products, and yield Product: ClC1=C(C=CC(=C1)C(F)(F)F)NC(C(=O)OCC=1NC=CC1CC1=CC=C(C=C1)F)C(C)C (3-(4-fluorobenzyl)-pyrrolylmethyl 2-(2-chloro-4-trifluoromethylphenylamino)-3-methylbutanoate). Starting materials: acid chloride, ClC1=C(C=CC(=C1)C(F)(F)F)NC(C(=O)O)C(C)C (2-(2-chloro-4-trifluoromethylphenylamino)-3-methylbutanoic acid), FC1=CC=C(CC2=C(NC=C2)CO)C=C1 (3-(4-fluorobenzyl)-pyrrolylmethyl alcohol). Reaction SMILES: [Cl:1][C:2]1[CH:7]=[C:6]([C:8]([F:11])([F:10])[F:9])[CH:5]=[CH:4][C:3]=1[NH:12][CH:13]([CH:17]([CH3:19])[CH3:18])[C:14]([OH:16])=[O:15].[F:20][C:21]1[CH:34]=[CH:33][C:24]([CH2:25][C:26]2[CH:30]=[CH:29][NH:28][C:27]=2[CH2:31]O)=[CH:23][CH:22]=1>CCOCC>[Cl:1][C:2]1[CH:7]=[C:6]([C:8]([F:11])([F:10])[F:9])[CH:5]=[CH:4][C:3]=1[NH:12][CH:13]([CH:17]([CH3:19])[CH3:18])[C:14]([O:16][CH2:31][C:27]1[NH:28][CH:29]=[CH:30][C:26]=1[CH2:25][C:24]1[CH:23]=[CH:22][C:21]([F:20])=[CH:34][CH:33]=1)=[O:15]. Reported procedure: The acid chloride of 2-(2-chloro-4-trifluoromethylphenylamino)-3-methylbutanoic acid is reacted with 3-(4-fluorobenzyl)-pyrrolylmethyl alcohol in ether as in Example 1 to give 3-(4-fluorobenzyl)-pyrrolylmethyl 2-(2-chloro-4-trifluoromethylphenylamino)-3-methylbutanoate. Solvent: CCOCC (ether). Starting materials: Cl.Cl.C1(CC1)COCCN1C(=NC2=C1C=CC=C2)N2CCNCCC2 (1-(2-cyclopropylmethoxy-ethyl)-2-[1,4]diazepan-1-yl-1H-benzoimidazole dihydrochloride), C(=O)(O)[O-].[Na+] (NaHCO3). Solvent: ClCCl (dichloromethane). Yields the product C1(CC1)COCCN1C(=NC2=C1C=CC=C2)N2CCNCCC2 (1-(2-cyclopropylmethoxy-ethyl)-2-[1,4]diazepan-1-yl-1H-benzoimidazole). The yield is 75.7%. As a reaction SMILES: Cl.Cl.[CH:3]1([CH2:6][O:7][CH2:8][CH2:9][N:10]2[C:14]3[CH:15]=[CH:16][CH:17]=[CH:18][C:13]=3[N:12]=[C:11]2[N:19]2[CH2:25][CH2:24][CH2:23][NH:22][CH2:21][CH2:20]2)[CH2:5][CH2:4]1.C([O-])(O)=O.[Na+]>ClCCl>[CH:3]1([CH2:6][O:7][CH2:8][CH2:9][N:10]2[C:14]3[CH:15]=[CH:16][CH:17]=[CH:18][C:13]=3[N:12]=[C:11]2[N:19]2[CH2:25][CH2:24][CH2:23][NH:22][CH2:21][CH2:20]2)[CH2:4][CH2:5]1 |f:0.1.2,3.4|. Procedure: Treat a solution of 4-[1-(2-cyclopropylmethoxy-ethyl)-1H-benzoimidazol-2-yl]-[1,4]diazepane-1-carboxylic acid tert-butyl ester (0.32 g, 0.76 mmol) and dioxane (4 mL) with 4N HCl in dioxane (2.3 mL, 12 equivalents) with stirring. After 90 minutes concentrate to remove the solvent, add 2.5 mL, of dichloromethane and then add ether dropwise with stirring. Repeat the process of concentration, dissolving in dichloromethane (2 mL) and treating the solution with ether and allowing the mixture to stir o... Reactants: N1C=CC2=C(C=CC=C12)C=1C=C(C2=CN(N=C2C1)C1OCCCC1)N (6-(1H-indol-4-yl)-2-(tetrahydro-2H-pyran-2-yl)-2H-indazol-4-amine), CCN(C(C)C)C(C)C (DIPEA), C1(CC1)C(=O)Cl (cyclopropyl carbonyl chloride), [OH-].[Na+] (sodium hydroxide). Run in C(Cl)Cl (DCM). Reaction conditions: time 1 hour. The product is N1C=CC2=C(C=CC=C12)C1=CC(=C2C=NNC2=C1)NC(=O)C1CC1 (N-[6-(1H-Indol-4-yl)-1H-indazol-4-yl]cyclopropanecarboxamide). Yield: 20.8%. Reaction SMILES: [NH:1]1[C:9]2[C:4](=[C:5]([C:10]3[CH:11]=[C:12]([NH2:25])[C:13]4[C:17]([CH:18]=3)=[N:16][N:15](C3CCCCO3)[CH:14]=4)[CH:6]=[CH:7][CH:8]=2)[CH:3]=[CH:2]1.CCN(C(C)C)C(C)C.[CH:35]1([C:38](Cl)=[O:39])[CH2:37][CH2:36]1.[OH-].[Na+]>C(Cl)Cl>[NH:1]1[C:9]2[C:4](=[C:5]([C:10]3[CH:18]=[C:17]4[C:13]([CH:14]=[N:15][NH:16]4)=[C:12]([NH:25][C:38]([CH:35]4[CH2:37][CH2:36]4)=[O:39])[CH:11]=3)[CH:6]=[CH:7][CH:8]=2)[CH:3]=[CH:2]1 |f:3.4|. Reported procedure: To a solution of 6-(1H-indol-4-yl)-2-(tetrahydro-2H-pyran-2-yl)-2H-indazol-4-amine (46 mg, 0.137 mmol) in DCM (1 ml) was added DIPEA (0.119 ml, 0.684 mmol) and cyclopropyl carbonyl chloride (29 mg, 0.274 mmol). The reaction was stirred at room temperature for 1 hour, then 2M sodium hydroxide solution (2 ml) was added and the reaction stirred at room temperature for a further 1 hour. The organic layer was collected by passing through a hydrophobic frit. The aqueous layer was washed several times ... Starting materials: C(#N)C1=CC=C(C=C1)NC=1C=NC=NC1 (5-[N-(4-cyanophenyl)amino]pyrimidine), C(C1=CC=CC=C1)Br (benzyl bromide). Product: C(C1=CC=CC=C1)N(C1=CC=C(C=C1)C#N)C=1C=NC=NC1 (5-[N-Benzyl-N-(4-cyanophenyl)amino]pyrimidine). Reaction SMILES: [C:1]([C:3]1[CH:8]=[CH:7][C:6]([NH:9][C:10]2[CH:11]=[N:12][CH:13]=[N:14][CH:15]=2)=[CH:5][CH:4]=1)#[N:2].[CH2:16](Br)[C:17]1[CH:22]=[CH:21][CH:20]=[CH:19][CH:18]=1>>[CH2:16]([N:9]([C:10]1[CH:15]=[N:14][CH:13]=[N:12][CH:11]=1)[C:6]1[CH:7]=[CH:8][C:3]([C:1]#[N:2])=[CH:4][CH:5]=1)[C:17]1[CH:22]=[CH:21][CH:20]=[CH:19][CH:18]=1. Procedure: Starting compounds: 5-[N-(4-cyanophenyl)amino]pyrimidine and benzyl bromide The reactants are O1C(=CC=C1)C=O (2-furaldehyde), [Br-].C(=O)(O)CCCCCCCCC[P+](C1=CC=CC=C1)(C1=CC=CC=C1)C1=CC=CC=C1 (9-carboxynonyltriphenylphosphonium bromide). Solvent: C1CCOC1 (THF). Yields the product O1C(=CC=C1)C=CCCCCCCCCC(=O)O (11-(2-furyl)-10-undecenoic acid). Isolated yield 58.9%. RXN SMILES: [O:1]1[CH:5]=[CH:4][CH:3]=[C:2]1[CH:6]=O.[Br-].[C:9]([CH2:12][CH2:13][CH2:14][CH2:15][CH2:16][CH2:17][CH2:18][CH2:19][CH2:20][P+](C1C=CC=CC=1)(C1C=CC=CC=1)C1C=CC=CC=1)([OH:11])=[O:10]>C1COCC1>[O:1]1[CH:5]=[CH:4][CH:3]=[C:2]1[CH:6]=[CH:20][CH2:19][CH2:18][CH2:17][CH2:16][CH2:15][CH2:14][CH2:13][CH2:12][C:9]([OH:11])=[O:10] |f:1.2|. Reported procedure: This compound was synthesized from 2-furaldehyde (1.92 g, 20 mmol) and 9-carboxynonyltriphenylphosphonium bromide (10.27 g, 20 mmol) in THF (100 mL) by a Wittig reaction. Crystallization (petroleum ether) afforded the product (2.95 g, 59%) as white crystals (mp 45-46° C.); IR: 3450-2500 cm-1 ; 1H-NMR: 1.33 (m, 8H), 1.46 (m, 2H), 1.65 (m, 2H), 2.34 (t, 2H), 2.45 (m, 2H), 5.55 (m, 1H), 6.18 (d, 1H), 6.25 (d, 1H), 6.38 (d, 1H), 7.38 (s, 1H), 9.80 (bs, 1H). Anal. Calcd. for C15H22O3 :C, 71.97, H, 8.... Procedure: Using the procedure described in Example 51, but replacing the compound of Example 50 by the compound of Example 53, the product of the title is obtained. Reaction SMILES: COC1C2CC(N(CCC)CC#N)CSC=2C=CC=1.[CH3:20][O:21][C:22]1[C:27]2[CH2:28][CH:29]([N:32]([CH2:38][CH2:39][CH3:40])[CH2:33][CH2:34][CH2:35][C:36]#[N:37])[CH2:30][S:31][C:26]=2[CH:25]=[CH:24][CH:23]=1>>[CH3:20][O:21][C:22]1[C:27]2[CH2:28][CH:29]([N:32]([CH2:38][CH2:39][CH3:40])[CH2:33][CH2:34][CH2:35][CH2:36][NH2:37])[CH2:30][S:31][C:26]=2[CH:25]=[CH:24][CH:23]=1. Yields the product COC1=CC=CC2=C1CC(CS2)N(CCCCN)CCC (5-Methoxy-3-[N-n-propyl-N-(4-aminobutyl)amino]-3,4-dihydro-2H-1-benzothiopyran). Reactants: COC1=CC=CC2=C1CC(CS2)N(CC#N)CCC (5-methoxy-3-[N-n-propyl-N-(cyanomethyl)amino]-3,4-dihydro-2H-1-benzothiopyran), COC1=CC=CC2=C1CC(CS2)N(CCCC#N)CCC (5-Methoxy-3-[N-n-propyl-N-(3-cyanopropyl)amino]-3,4-dihydro-2H-1-benzothiopyran). The reactants are BrC1=C(C=CC=C1C)NN ((2-bromo-3-methyl-phenyl)-hydrazine), C(C(=O)C)(=O)OCC (ethyl pyruvate). Yields the product C(C)OC(C(C)=NNC1=C(C(=CC=C1)C)Br)=O (2-[(2-Bromo-3-methyl-phenyl)-hydrazono]-propionic acid ethyl ester). RXN SMILES: [Br:1][C:2]1[C:7]([CH3:8])=[CH:6][CH:5]=[CH:4][C:3]=1[NH:9][NH2:10].[C:11]([O:16][CH2:17][CH3:18])(=[O:15])[C:12]([CH3:14])=O>>[CH2:17]([O:16][C:11](=[O:15])[C:12](=[N:10][NH:9][C:3]1[CH:4]=[CH:5][CH:6]=[C:7]([CH3:8])[C:2]=1[Br:1])[CH3:14])[CH3:18]. Procedure details: The title compound, ISP-MS: m/e=299.3 and 301.3 (M+H+), was prepared in accordance with the general method of example 25b) from (2-bromo-3-methyl-phenyl)-hydrazine and ethyl pyruvate. Starting materials: COC1=CC=C2C=CNC2=C1 (6-Methoxyindole), B(Br)(Br)Br (BBr3). As a reaction SMILES: C[O:2][C:3]1[CH:11]=[C:10]2[C:6]([CH:7]=[CH:8][NH:9]2)=[CH:5][CH:4]=1.B(Br)(Br)Br>C(Cl)Cl>[OH:2][C:3]1[CH:11]=[C:10]2[C:6]([CH:7]=[CH:8][NH:9]2)=[CH:5][CH:4]=1. Conditions: time 16 hour. Product: OC1=CC=C2C=CNC2=C1 (6-hydroxyindole). Procedure details: 6-Methoxyindole (1.47 g, 10.00 mmol) was cooled to 0° C. in methylene chloride and BBr3 (2 M in methylene chloride, 25 mL, 50.00 mmol) was added. After stirring 16 h at room temperature, TLC analysis indicated the reaction was complete. The reaction was quenched with water and the layers separated. The organic layers were washed with 1 N NaOH. The basic aqueous layers were acidified with conc. HCL, extracted with methylene chloride, dried over anhydrous magnesium sulfate, and concentrated in vac... Run in C(Cl)Cl (methylene chloride). Starting materials: O=[N+]([O-])c1ccc(F)cc1, OCC(F)(F)C(F)(F)C(F)(F)F, [H-], [Na+], CN(C)C=O. Product: O=[N+]([O-])c1ccc(OCC(F)(F)C(F)(F)C(F)(F)F)cc1. As a reaction SMILES: [F:15][c:16]1[cH:17][cH:18][c:19]([N+:22](=[O:23])[O-:24])[cH:20][cH:21]1.[F:1][C:2]([CH2:3][OH:4])([C:5]([C:6]([F:7])([F:8])[F:9])([F:10])[F:11])[F:12].[H-:13].[Na+:14].[O:25]=[CH:26][N:27]([CH3:28])[CH3:29]>>[F:1][C:2]([CH2:3][O:4][c:16]1[cH:17][cH:18][c:19]([N+:22](=[O:23])[O-:24])[cH:20][cH:21]1)([C:5]([C:6]([F:7])([F:8])[F:9])([F:10])[F:11])[F:12]. Starting materials: NC1=C(C(=NN1CCCC)C)C#N (5-Amino-1-butyl-3-methyl-1H-pyrazole-4-carbonitrile), FC1=C(C(=O)Cl)C=CC=C1 (2-fluorobenzoyl chloride). Solvent: ClCCl.N1=CC=CC=C1 (dichloromethane pyridine). Run at temperature 0 celsius, time 1 hour. Yields the product C(CCC)N1N=C(C(=C1NC(C1=C(C=CC=C1)F)=O)C#N)C (N-(2-Butyl-4-cyano-5-methyl-2H-pyrazol-3-yl)-2-fluoro-benzamide). Yield: 24.7%. Reaction SMILES: [NH2:1][C:2]1[N:6]([CH2:7][CH2:8][CH2:9][CH3:10])[N:5]=[C:4]([CH3:11])[C:3]=1[C:12]#[N:13].[F:14][C:15]1[CH:23]=[CH:22][CH:21]=[CH:20][C:16]=1[C:17](Cl)=[O:18]>ClCCl.N1C=CC=CC=1>[CH2:7]([N:6]1[C:2]([NH:1][C:17](=[O:18])[C:16]2[CH:20]=[CH:21][CH:22]=[CH:23][C:15]=2[F:14])=[C:3]([C:12]#[N:13])[C:4]([CH3:11])=[N:5]1)[CH2:8][CH2:9][CH3:10] |f:2.3|. Reported procedure: 5-Amino-1-butyl-3-methyl-1H-pyrazole-4-carbonitrile (10.0 g, 56 mmole) was dissolved in a mixture of dichloromethane/pyridine (45 ml/15 ml) and cooled to 0° C. 2-fluorobenzoyl chloride (8.87 g, 56 mmole) was added dropwise and the reaction mixture was stirred for 1 hour at 0° C., and at room temperature overnight. The solvent was removed under vacuum. The residue was taken up in ethyl acetate, washed with diluted hydrochloric acid, 0.1 M sodium hydroxide, and water, and dried over sodium sulfate...